From a dataset of the Open Reaction Database (ORD), a public repository of structured organic reaction records. describe an organic reaction: reactants, conditions, products, and yield The reactants are BrCCCOC1=CC=C2C(=C(C(OC2=C1)=O)C)C (7-(3-bromopropoxy)-3,4-dimethylcoumarin), Cl.N(O)=C1CCNCC1 (4-oximino-piperidine hydrochloride), CCN(C(C)C)C(C)C (Hunig base). Solvent: O1CCOCC1 (dioxane). Product: CC=1C(OC2=CC(=CC=C2C1C)OCCCN1CCC(CC1)=NO)=O (3,4-dimethyl-7-[3-(4-oximino-piperidino)-propoxy]-coumarin). RXN SMILES: Br[CH2:2][CH2:3][CH2:4][O:5][C:6]1[CH:15]=[C:14]2[C:9]([C:10]([CH3:18])=[C:11]([CH3:17])[C:12](=[O:16])[O:13]2)=[CH:8][CH:7]=1.Cl.[N:20](=[C:22]1[CH2:27][CH2:26][NH:25][CH2:24][CH2:23]1)[OH:21].CCN(C(C)C)C(C)C>O1CCOCC1>[CH3:17][C:11]1[C:12](=[O:16])[O:13][C:14]2[C:9]([C:10]=1[CH3:18])=[CH:8][CH:7]=[C:6]([O:5][CH2:4][CH2:3][CH2:2][N:25]1[CH2:26][CH2:27][C:22](=[N:20][OH:21])[CH2:23][CH2:24]1)[CH:15]=2 |f:1.2|. Procedure details: By the reaction of 7-(3-bromopropoxy)-3,4-dimethylcoumarin with 4-oximino-piperidine hydrochloride in dioxane solution in the presence of a Hunig base, there is obtained 3,4-dimethyl-7-[3-(4-oximino-piperidino)-propoxy]-coumarin (m.p. 198°-200° C.), from which, by catalytic hydrogenation over Raney nickel in ammoniacal methanol, there is obtained 7-[3-(4-amino-piperidino)-propoxy]-3,4-dimethyl-coumarin; m.p. 92°-94° C. Reactants: CC#N, C=CCC(O)(CCCl)c1ccc(F)cc1, [K+], [K+], CC(C)(C)OC(=O)N1CCCC(N)C1, O=C([O-])[O-]. The product is C=CCC(O)(CCNC1CCCN(C(=O)OC(C)(C)C)C1)c1ccc(F)cc1. Reaction SMILES: [CH3:36][C:37]#[N:38].[Cl:1][CH2:2][CH2:3][C:4]([CH2:5][CH:6]=[CH2:7])([OH:8])[c:9]1[cH:10][cH:11][c:12]([F:15])[cH:13][cH:14]1.[K+:30].[K+:31].[NH2:16][CH:17]1[CH2:18][N:19]([C:23](=[O:24])[O:25][C:26]([CH3:27])([CH3:28])[CH3:29])[CH2:20][CH2:21][CH2:22]1.[O-:32][C:33]([O-:34])=[O:35]>>[CH2:2]([CH2:3][C:4]([CH2:5][CH:6]=[CH2:7])([OH:8])[c:9]1[cH:10][cH:11][c:12]([F:15])[cH:13][cH:14]1)[NH:16][CH:17]1[CH2:18][N:19]([C:23](=[O:24])[O:25][C:26]([CH3:27])([CH3:28])[CH3:29])[CH2:20][CH2:21][CH2:22]1. Starting materials: [Cl-].[Na+] (sodium chloride), P(=O)(O)(O)[O-].[K+] (potassium dihydrogen orthophosphate), [N-]=[N+]=[N-].[Na+] (sodium azide), [Cl-].[K+] (potassium chloride), P(=O)(O)([O-])[O-].[Na+].[Na+] (disodium hydrogen orthophosphate), buffer solution. Run in O (water), O (water). Yields the product OP(=O)(O)[O-].OP(=O)([O-])[O-].[Na+].[Na+].[Na+].[Cl-].[Cl-].[K+].[K+] (phosphate buffered saline). As a reaction SMILES: [Cl-:1].[Na+:2].[Cl-].[K+:4].[P:5]([O-:9])([O-:8])([OH:7])=[O:6].[Na+].[Na+].[P:12]([O-:16])([OH:15])([OH:14])=[O:13].[K+].[N-]=[N+]=[N-].[Na+]>O>[OH:7][P:5]([O-:9])([OH:8])=[O:6].[OH:14][P:12]([O-:16])([O-:15])=[O:13].[Na+:2].[Na+:2].[Na+:2].[Cl-:1].[Cl-:1].[K+:4].[K+:4] |f:0.1,2.3,4.5.6,7.8,9.10,12.13.14.15.16.17.18.19.20|. Procedure details: Dulbecco's phosphate buffered saline (DPBS) is prepared by first dissolving, sequentially, about 160 g sodium chloride (NaCI), about 4 grams potassium chloride (KCl), about 23 grams disodium hydrogen orthophosphate (Na2HPO4), about 4 grams potassium dihydrogen orthophosphate (KH2PO4), and about 10 grams sodium azide in a liter of reverse-osmosis (MilliQ) water. Then, the pH is adjusted to about 7.3 by adding appropriate amounts of HCI. Finally, the buffer solution is diluted to 1:20 (50 ml buffe... Reactants: CS(=O)c1nccc(-c2n[nH]c3nc(NC4CCC(NC(=O)OC(C)(C)C)CC4)ncc23)n1, CC(C)(C)OC(=O)NCC(N)c1cccc(Cl)c1. The product is CC(C)(C)OC(=O)NCC(Nc1nccc(-c2n[nH]c3nc(NC4CCC(NC(=O)OC(C)(C)C)CC4)ncc23)n1)c1cccc(Cl)c1. Reaction SMILES: [C:1]([CH3:2])([CH3:3])([CH3:4])[O:5][C:6]([NH:7][CH:8]1[CH2:9][CH2:10][CH:11]([NH:14][c:15]2[n:16][cH:17][c:18]3[c:19]([n:20]2)[nH:21][n:22][c:23]3-[c:24]2[n:25][c:26]([S:30]([CH3:31])=[O:32])[n:27][cH:28][cH:29]2)[CH2:12][CH2:13]1)=[O:33].[C:34]([CH3:35])([CH3:36])([CH3:37])[O:38][C:39]([NH:40][CH2:41][CH:42]([c:43]1[cH:44][c:45]([Cl:49])[cH:46][cH:47][cH:48]1)[NH2:50])=[O:51]>>[C:1]([CH3:2])([CH3:3])([CH3:4])[O:5][C:6]([NH:7][CH:8]1[CH2:9][CH2:10][CH:11]([NH:14][c:15]2[n:16][cH:17][c:18]3[c:19]([n:20]2)[nH:21][n:22][c:23]3-[c:24]2[n:25][c:26]([NH:50][CH:42]([CH2:41][NH:40][C:39]([O:38][C:34]([CH3:35])([CH3:36])[CH3:37])=[O:51])[c:43]3[cH:44][c:45]([Cl:49])[cH:46][cH:47][cH:48]3)[n:27][cH:28][cH:29]2)[CH2:12][CH2:13]1)=[O:33]. The reactants are CC1CCC(=O)C2=CC=CC=C12 (4-methyl-α-tetralone), [Te](=O)=O (Tellurium dioxide), C(C)O (ethanol), Cl.NO (Hydroxylamine hydrochloride). Run in Cl (hydrochloric acid). Run at time 8 hour. Yields the product Cl[TeH]1ONC2=C1C=C(C1=CC=CC=C12)C (3-Chloro-5-methylnaphth[2,1-c]-1,2,5-oxatellurazole). Isolated yield 66.3%. As a reaction SMILES: [Te:1](=[O:3])=O.[ClH:4].[NH2:5]O.C(O)C.[CH3:10][CH:11]1[C:21]2[C:16](=[CH:17][CH:18]=[CH:19][CH:20]=2)[C:14](=O)[CH2:13][CH2:12]1>Cl>[Cl:4][TeH:1]1[C:13]2[CH:12]=[C:11]([CH3:10])[C:21]3[C:16]([C:14]=2[NH:5][O:3]1)=[CH:17][CH:18]=[CH:19][CH:20]=3 |f:1.2|. Reported procedure: Tellurium dioxide (79.5 g=0.5 mole) was dissolved in concentrated hydrochloric acid (200 ml). Hydroxylamine hydrochloride (35 g=0.5 mole) was added and then ethanol to bring the total volume to 2000 ml. To the slightly turbid solution was added 4-methyl-α-tetralone (80 g=0.5 mole) and the stirred mixture heated briefly to boil. The clear deep red solution was then kept overnight at room temperature. The solid mass of crystalline product was collected, washed well with water and dried in a vacuum... Reactants: C1Oc2cc(C=O)c(cc2O1)[Cl], CC1=CN=C(C=C1)N, [C-]#[N+]C1CCCCC1. Reagents/catalysts: O=C(O)C(F)(F)F (trifluoroacetic acid). The solvent is CC(C)O (isopropyl alcohol), CC(C)O (isopropylalcohol). Run at temperature 22 celsius, time 20 hour. The product is Cc1ccc2nc(c3cc4c(cc3[Cl])OCO4)c(NC3CCCCC3)n2c1. Isolated yield 8.0%. RXN SMILES: CC1=CC=C(N)N=C1.[C-]#[N+]C1CCCCC1.ClC1=C(C=O)C=C2OCOC2=C1>>CC1=CN2C(C=C1)=NC(=C2NC1CCCCC1)C1=C(Cl)C=C2OCOC2=C1.